This data is from the Open Reaction Database (ORD), a public repository of structured organic reaction records. The task is: describe an organic reaction: reactants, conditions, products, and yield Reactants: NC=1C(=C(C=C(C1)C(C)(C)C)NS(=O)(=O)C)OC (N-(3-amino-5-tert-butyl-2-methoxy-phenyl)-methanesulfonamide), [H+].[B-](F)(F)(F)F (HBF4), N(=O)OCCC(C)C (isoamyl nitrite), C1CCOC1 (THF). Conditions: time 2 hour. Product: COC(C1=C(C(=CC(=C1)C(C)(C)C)NS(=O)(=O)C)OC)=O (5-tert-butyl-3-methanesulfonylamino-2-methoxy-benzoic acid methyl ester). As a reaction SMILES: N[C:2]1[C:3]([O:17][CH3:18])=[C:4]([NH:12][S:13]([CH3:16])(=[O:15])=[O:14])[CH:5]=[C:6]([C:8]([CH3:11])([CH3:10])[CH3:9])[CH:7]=1.[H+].[B-](F)(F)(F)F.N([O:27][CH2:28]CC(C)C)=O.C1C[O:36][CH2:35]C1>>[CH3:35][O:36][C:28](=[O:27])[C:2]1[CH:7]=[C:6]([C:8]([CH3:11])([CH3:10])[CH3:9])[CH:5]=[C:4]([NH:12][S:13]([CH3:16])(=[O:15])=[O:14])[C:3]=1[O:17][CH3:18] |f:1.2|. Procedure: To a 0° C. solution of 1.34 g (4.92 mmol) of N-(3-amino-5-tert-butyl-2-methoxy-phenyl)-methanesulfonamide and 1.3 mL (10 mmol) of 48% aqueous HBF4 in 10 mL of THF was added 586 mg (5 mmol) of isoamyl nitrite. The mixture was stirred 2 h, then the solvent was removed and the resulting orange semi-solid triturated with MTBE (3×10 mL). The resulting residue was taken up in MeOH and while CO was bubbled through, 60 mg of Pd(OAc)2 was added, and the mixture was stirred with continuous CO bubbling for... Reactants: [BH3-]C#N, Cc1ccc(S(=O)(=O)O)cc1, CO, O=Cc1ccc(OCc2coc(C=Cc3ccc(S(=O)C(F)(F)F)cc3)n2)cc1, [Na+], NCCn1ccnn1. Product: O=S(c1ccc(C=Cc2nc(COc3ccc(CNCCn4ccnn4)cc3)co2)cc1)C(F)(F)F. Reaction SMILES: [C:49]([BH3-:50])#[N:51].[CH3:38][c:39]1[cH:40][cH:41][c:42]([S:43](=[O:44])(=[O:45])[OH:46])[cH:47][cH:48]1.[CH3:53][OH:54].[F:1][C:2]([S:3](=[O:4])[c:5]1[cH:6][cH:7][c:8]([CH:11]=[CH:12][c:13]2[o:14][cH:15][c:16]([CH2:18][O:19][c:20]3[cH:21][cH:22][c:23]([CH:24]=[O:25])[cH:26][cH:27]3)[n:17]2)[cH:9][cH:10]1)([F:28])[F:29].[Na+:52].[n:30]1([CH2:35][CH2:36][NH2:37])[n:31][n:32][cH:33][cH:34]1>>[F:1][C:2]([S:3](=[O:4])[c:5]1[cH:6][cH:7][c:8]([CH:11]=[CH:12][c:13]2[o:14][cH:15][c:16]([CH2:18][O:19][c:20]3[cH:21][cH:22][c:23]([CH2:24][NH:37][CH2:36][CH2:35][n:30]4[n:31][n:32][cH:33][cH:34]4)[cH:26][cH:27]3)[n:17]2)[cH:9][cH:10]1)([F:28])[F:29]. Starting materials: FC=1C=C(C=CC1F)C1(CCCCC1)/C=C/C(=O)OCC ((E)-ethyl 3-(1-(3,4-difluorophenyl)cyclohexyl)acrylate). The reagents and catalysts are [Pd] (Pd/C). Solvent: CO (MeOH). Conditions: time 6 hour. Product: FC=1C=C(C=CC1F)C1(CCCCC1)CCC(=O)OCC (ethyl 3-(1-(3,4-difluorophenyl)cyclohexyl)propanoate). RXN SMILES: [F:1][C:2]1[CH:3]=[C:4]([C:9]2(/[CH:15]=[CH:16]/[C:17]([O:19][CH2:20][CH3:21])=[O:18])[CH2:14][CH2:13][CH2:12][CH2:11][CH2:10]2)[CH:5]=[CH:6][C:7]=1[F:8]>CO.[Pd]>[F:1][C:2]1[CH:3]=[C:4]([C:9]2([CH2:15][CH2:16][C:17]([O:19][CH2:20][CH3:21])=[O:18])[CH2:14][CH2:13][CH2:12][CH2:11][CH2:10]2)[CH:5]=[CH:6][C:7]=1[F:8]. Procedure: To a solution of (E)-ethyl 3-(1-(3,4-difluorophenyl)cyclohexyl)acrylate (Int. 3-C, 550 mg, 1.869 mmol) in MeOH (20 mL) was added ˜150 mg of 10% Pd/C (wet, 50%), and the mixture was stirred under hydrogen (50 psi) for 6 hrs. The catalyst was removed by filtering through Celite and the solvent was evaporated off to give ethyl 3-(1-(3,4-difluorophenyl)cyclohexyl)propanoate as an oil. LC/MS: m/e 297.16 (M+H)+. The reactants are CC1=C(N)C=C(C=C1)C (2,5-dimethylaniline), C(C)(=O)OC(C)=O (acetic anhydride). Reagents/catalysts: CN(C1=CC=NC=C1)C (4-dimethylaminopyridine). The solvent is ClCCl (dichloromethane). Conditions: time 4 hour. Yields the product CC1=C(NC(C)=O)C=C(C=C1)C (2′,5′-dimethylacetanilide). Reaction SMILES: [CH3:1][C:2]1[CH:8]=[CH:7][C:6]([CH3:9])=[CH:5][C:3]=1[NH2:4].[C:10](OC(=O)C)(=[O:12])[CH3:11]>CN(C)C1C=CN=CC=1.ClCCl>[CH3:1][C:2]1[CH:8]=[CH:7][C:6]([CH3:9])=[CH:5][C:3]=1[NH:4][C:10](=[O:12])[CH3:11]. Procedure details: To a stirred solution of 2,5-dimethylaniline (5.30 g) and 4-dimethylaminopyridine (6.41 g) in dichloromethane (90 ml) was added acetic anhydride (4.13 ml) under ice-cooling, and the mixture was stirred for 4 hours. The reaction mixture was washed with 1N hydrochloric acid and a saturated aqueous sodium bicarbonate solution subsequently, and dried over anhydrous magnesium sulfate. Removal of the solvent in vacuo gave 2′,5′-dimethylacetanilide (6.09 g). Starting materials: CC1C=CC2=CC(C(C)(C)C)CC(O)C2C1(CCC1CC(C(C)(C)C)C(O[SiH](C)C)C(=O)O1)O[SiH](C)C, C=CCc1ccccc1OC(CC)C(=O)O. Yields the product C=CCc1ccccc1OC(CC)C(=O)OC1CC(C(C)(C)C)C=C2C=CC(C)C(CCC3CC(C(C)(C)C)C(O[SiH](C)C)C(=O)O3)(O[SiH](C)C)C21. Reaction SMILES: [C:17]([CH3:18])([CH3:19])([CH3:20])[CH:21]1[CH:22]=[C:23]2[CH:24]=[CH:25][CH:26]([CH3:53])[C:27]([CH2:32][CH2:33][CH:34]3[CH2:35][CH:36]([C:45]([CH3:46])([CH3:47])[CH3:48])[CH:37]([O:41][SiH:42]([CH3:43])[CH3:44])[C:38](=[O:40])[O:39]3)([O:49][SiH:50]([CH3:51])[CH3:52])[CH:28]2[CH:29]([OH:31])[CH2:30]1.[CH2:1]([CH:2]=[CH2:3])[c:4]1[c:5]([O:6][CH:7]([C:8](=[O:9])[OH:10])[CH2:11][CH3:12])[cH:13][cH:14][cH:15][cH:16]1>>[CH2:1]([CH:2]=[CH2:3])[c:4]1[c:5]([O:6][CH:7]([C:8]([O:9][CH:29]2[CH:28]3[C:23](=[CH:22][CH:21]([C:17]([CH3:18])([CH3:19])[CH3:20])[CH2:30]2)[CH:24]=[CH:25][CH:26]([CH3:53])[C:27]3([CH2:32][CH2:33][CH:34]2[CH2:35][CH:36]([C:45]([CH3:46])([CH3:47])[CH3:48])[CH:37]([O:41][SiH:42]([CH3:43])[CH3:44])[C:38](=[O:40])[O:39]2)[O:49][SiH:50]([CH3:51])[CH3:52])=[O:10])[CH2:11][CH3:12])[cH:13][cH:14][cH:15][cH:16]1. The reactants are C(C1=CC=CC=C1)(=N)N (benzamidine), [N+](=O)([O-])C1=CC=C(C=CS(=O)(=O)Cl)C=C1 (4-nitrostyrylsulfonyl chloride). Yields the product [N+](=O)([O-])C1=CC=C(C=CS(=O)(=O)NC(C2=CC=CC=C2)=N)C=C1 (N-(4-NITROSTYRYLSULFONYL)BENZAMIDINE). As a reaction SMILES: [C:1]([NH2:9])(=[NH:8])[C:2]1[CH:7]=[CH:6][CH:5]=[CH:4][CH:3]=1.[N+:10]([C:13]1[CH:24]=[CH:23][C:16]([CH:17]=[CH:18][S:19](Cl)(=[O:21])=[O:20])=[CH:15][CH:14]=1)([O-:12])=[O:11]>>[N+:10]([C:13]1[CH:14]=[CH:15][C:16]([CH:17]=[CH:18][S:19]([NH:8][C:1](=[NH:9])[C:2]2[CH:7]=[CH:6][CH:5]=[CH:4][CH:3]=2)(=[O:21])=[O:20])=[CH:23][CH:24]=1)([O-:12])=[O:11]. Reported procedure: Reaction of benzamidine with 4-nitrostyrylsulfonyl chloride according to the above procedure affords N-(4-NITROSTYRYLSULFONYL)BENZAMIDINE, m.p. 173°-175° C., by triturating with methanol. Reactants: FC1=CC=C(C=C1)NC1=NN2C(S1)=NC=C2I ((4-Fluoro-phenyl)-(5-iodo-imidazo[2,1-b][1,3,4]thiadiazol-2-yl)-amine), OC1=CC=C(C=C1)B(O)O (4-hydroxyphenylboronic acid), C([O-])([O-])=O.[Cs+].[Cs+] (cesium carbonate), O (water). The reagents and catalysts are [Pd].C1(=CC=CC=C1)P(C1=CC=CC=C1)C1=CC=CC=C1.C1(=CC=CC=C1)P(C1=CC=CC=C1)C1=CC=CC=C1.C1(=CC=CC=C1)P(C1=CC=CC=C1)C1=CC=CC=C1.C1(=CC=CC=C1)P(C1=CC=CC=C1)C1=CC=CC=C1 (tetrakis(triphenylphosphine)-palladium(0)). Solvent: O1CCOCC1 (1,4-dioxane). Run at temperature 140 celsius. The product is FC1=CC=C(C=C1)NC1=NN2C(S1)=NC=C2C2=CC=C(C=C2)O (4-[2-(4-fluoro-phenylamino)-imidazo[2,1-b][1,3,4]thiadiazol-5-yl]-phenol). The yield is 35.7%. RXN SMILES: [F:1][C:2]1[CH:7]=[CH:6][C:5]([NH:8][C:9]2[S:13][C:12]3=[N:14][CH:15]=[C:16](I)[N:11]3[N:10]=2)=[CH:4][CH:3]=1.[OH:18][C:19]1[CH:24]=[CH:23][C:22](B(O)O)=[CH:21][CH:20]=1.C(=O)([O-])[O-].[Cs+].[Cs+].O>O1CCOCC1.[Pd].C1(P(C2C=CC=CC=2)C2C=CC=CC=2)C=CC=CC=1.C1(P(C2C=CC=CC=2)C2C=CC=CC=2)C=CC=CC=1.C1(P(C2C=CC=CC=2)C2C=CC=CC=2)C=CC=CC=1.C1(P(C2C=CC=CC=2)C2C=CC=CC=2)C=CC=CC=1>[F:1][C:2]1[CH:7]=[CH:6][C:5]([NH:8][C:9]2[S:13][C:12]3=[N:14][CH:15]=[C:16]([C:22]4[CH:23]=[CH:24][C:19]([OH:18])=[CH:20][CH:21]=4)[N:11]3[N:10]=2)=[CH:4][CH:3]=1 |f:2.3.4,7.8.9.10.11|. Procedure: (4-Fluoro-phenyl)-(5-iodo-imidazo[2,1-b][1,3,4]thiadiazol-2-yl)-amine (0.065 g, 0.18 mmol) was suspended in 1,4-dioxane (1 mL) at room temperature, and argon was bubbled into the mixture while tetrakis(triphenylphosphine)-palladium(0) (21 mg, 0.018 mmol), 4-hydroxyphenylboronic acid (21 mg, 0.21 mmol), cesium carbonate (118 mg, 0.36 mmol) and water (1 mL) were added. The mixture was deoxygenated for 10 minutes and heated under microwave irradiation at 140° C. for 30 minutes. On cooling, the mixt...